This data is from the Open Reaction Database (ORD), a public repository of structured organic reaction records. The task is: describe an organic reaction: reactants, conditions, products, and yield Starting materials: COC(=O)N1C2C3C=CC(C3OC(C)(C)C)C2N1C(=O)OC, CO, [K+], [OH-], OO. The product is CC(C)(C)OC1C2C=CC1C1N=NC21. Reaction SMILES: [CH3:1][O:2][C:3]([N:5]1[CH:6]2[CH:7]3[CH:8]=[CH:9][CH:10]([CH:11]2[N:12]1[C:4]([O:13][CH3:14])=[O:15])[CH:17]3[O:18][C:19]([CH3:20])([CH3:21])[CH3:22])=[O:16].[CH3:27][OH:28].[K+:24].[OH-:23].[OH:25][OH:26]>>[N:5]1=[N:12][CH:11]2[CH:6]1[CH:7]1[CH:8]=[CH:9][CH:10]2[CH:17]1[O:18][C:19]([CH3:20])([CH3:21])[CH3:22]. Starting materials: COC(=O)C=1C=NC(=NC1)C1=CC(=CC=C1)F (2-(3-fluoro-phenyl)-pyrimidine-5-carboxylic acid methyl ester), [Li+].[OH-] (LiOH). Solvent: CO (MeOH). Reaction conditions: time 8 hour. Product: FC=1C=C(C=CC1)C1=NC=C(C=N1)C(=O)O (2-(3-fluoro-phenyl)-pyrimidine-5-carboxylic acid). Isolated yield 98.0%. Reaction SMILES: C[O:2][C:3]([C:5]1[CH:6]=[N:7][C:8]([C:11]2[CH:16]=[CH:15][CH:14]=[C:13]([F:17])[CH:12]=2)=[N:9][CH:10]=1)=[O:4].[Li+].[OH-]>CO>[F:17][C:13]1[CH:12]=[C:11]([C:8]2[N:7]=[CH:6][C:5]([C:3]([OH:4])=[O:2])=[CH:10][N:9]=2)[CH:16]=[CH:15][CH:14]=1 |f:1.2|. Reported procedure: To a solution of 2-(3-fluoro-phenyl)-pyrimidine-5-carboxylic acid methyl ester (1.76 g, 7.58 mmol) in anhydrous MeOH (35 mL) is added LiOH (0.38 g, 15.9 mmol) and the reaction mixture is stirred at rt overnight. The mixture is concentrated in vacuo and the residue is partitioned between EtOAc and 3 N aqueous HCl (7.6 mL). The mixture is extracted with EtOAc and the organic layer is washed with brine, dried (MgSO4), filtered and concentrated in vacuo to afford 2-(3-fluoro-phenyl)-pyrimidine-5-car... Starting materials: C(C)N(C=1C(=CC(=C(C1)NC(C1=C(C=CC=C1)OC)=O)[N+](=O)[O-])[N+](=O)[O-])CC (5-(diethylamino)-2,4-dinitro-1-(2-methoxybenzoyl)aminobenzene), C(=O)[O-].[NH4+] (ammonium formate). Reagents/catalysts: [Pd] (Pd/C). Run in O1CCOCC1 (1,4-dioxane), CO (methanol). Reaction conditions: temperature 75 celsius, time 30 minute. Yields the product NC1=CC2=C(NC(=N2)C2=C(C=CC=C2)OC)C=C1N(CC)CC (5-amino-6-diethylamino-2-(2-methoxyphenyl)-1H-benzo[d]-imidazole). The yield is 60.6%. RXN SMILES: [CH2:1]([N:3]([CH2:27][CH3:28])[C:4]1[C:5]([N+:24]([O-])=O)=[CH:6][C:7]([N+:21]([O-])=O)=[C:8]([NH:10][C:11](=O)[C:12]2[CH:17]=[CH:16][CH:15]=[CH:14][C:13]=2[O:18][CH3:19])[CH:9]=1)[CH3:2].C([O-])=O.[NH4+]>O1CCOCC1.CO.[Pd]>[NH2:24][C:5]1[C:4]([N:3]([CH2:27][CH3:28])[CH2:1][CH3:2])=[CH:9][C:8]2[NH:10][C:11]([C:12]3[CH:17]=[CH:16][CH:15]=[CH:14][C:13]=3[O:18][CH3:19])=[N:21][C:7]=2[CH:6]=1 |f:1.2|. Procedure: To the solution of 5-(diethylamino)-2,4-dinitro-1-(2-methoxybenzoyl)aminobenzene (388 mg, 1.0 mmol) in 10 mL of 1,4-dioxane and 10 mL of methanol, was added ammonium formate (1.5 g) and 10% Pd/C (200 mg) under nitrogen atmosphere. The reaction mixture was stirred for 30 min. The Pd/C and excess ammonium formate were filtered. Conc. HCl (10 mL) was added to the filtrate. After heating at 75° C. for 18 h, the reaction mixture was basified to pH 8 with saturated K2CO3 solution. The reaction mixture... The reactants are FC(S(=O)(=O)OCC(F)(F)F)(F)F (2,2,2-trifluoroethyl trifluoromethanesulfonate), C([O-])([O-])=O.[Cs+].[Cs+] (cesium carbonate), BrC1=CC=C(C=C1)N1CCNCC1 (1-(4-bromophenyl)piperazine). The solvent is C(Cl)Cl (DCM). Run at time 30 minute. Product: BrC1=CC=C(C=C1)N1CCN(CC1)CC(F)(F)F (1-(4-bromophenyl)-4-(2,2,2-trifluoroethyl)piperazine). RXN SMILES: [Br:1][C:2]1[CH:7]=[CH:6][C:5]([N:8]2[CH2:13][CH2:12][NH:11][CH2:10][CH2:9]2)=[CH:4][CH:3]=1.FC(F)(F)S(O[CH2:20][C:21]([F:24])([F:23])[F:22])(=O)=O.C(=O)([O-])[O-].[Cs+].[Cs+]>C(Cl)Cl>[Br:1][C:2]1[CH:3]=[CH:4][C:5]([N:8]2[CH2:13][CH2:12][N:11]([CH2:20][C:21]([F:24])([F:23])[F:22])[CH2:10][CH2:9]2)=[CH:6][CH:7]=1 |f:2.3.4|. Procedure details: To a suspension of 1-(4-bromophenyl)piperazine (1.24 g, 5.16 mmol) in DCM were added 2,2,2-trifluoroethyl trifluoromethanesulfonate (1.20 mL, 7.22 mmol) and cesium carbonate (5.04 g, 15.0 mmol). The resulting mixture was stirred for 30 min. The reaction mixture was then quenched with saturated aqueous ammonium chloride solution, extracted with ethyl acetate, the organic layer was collected and concentrated in vacuo. Purification by chromatography on silica gel (0 to 100% EtOAc in hexanes) provid... Reactants: NC1=C(C(=O)N)C=C(C=N1)Cl (2-amino-5-chloronicotinamide), BrCC1=C(C#N)C=CC(=C1)Cl (2-(bromomethyl)-4-chlorobenzonitrile). Run in CN(C=O)C (N,N-dimethylformamide). Reaction conditions: temperature 100 celsius, time 14 hour. Product: Cl.ClC=1C=C(C(N(C1)CC1=C(C=CC(=C1)Cl)C#N)=N)C(=O)N (5-chloro-1-(5-chloro-2-cyanobenzyl)-2-imino-1,2-dihydropyridine-3-carboxamide hydrochloride). Isolated yield 1.3%. Reaction SMILES: [NH2:1][C:2]1[N:10]=[CH:9][C:8]([Cl:11])=[CH:7][C:3]=1[C:4]([NH2:6])=[O:5].Br[CH2:13][C:14]1[CH:21]=[C:20]([Cl:22])[CH:19]=[CH:18][C:15]=1[C:16]#[N:17]>CN(C)C=O>[ClH:11].[Cl:11][C:8]1[CH:7]=[C:3]([C:4]([NH2:6])=[O:5])[C:2](=[NH:1])[N:10]([CH2:13][C:14]2[CH:21]=[C:20]([Cl:22])[CH:19]=[CH:18][C:15]=2[C:16]#[N:17])[CH:9]=1 |f:3.4|. Reported procedure: To a solution of 2-amino-5-chloronicotinamide (0.15 g) in N,N-dimethylformamide (3 ml) was added 2-(bromomethyl)-4-chlorobenzonitrile (0.31 g), and the mixture was stirred at 100° C. for 14 hr. The reaction mixture was quenched with saturated aqueous sodium hydrogen carbonate solution and extracted with ethyl acetate. The extract was washed with saturated brine and dried over anhydrous magnesium sulfate. The solvent was evaporated under reduced pressure, and the obtained residue was purified by ... Reactants: S1C2=C(C=C1)C=C(C=C2)C2=C(C=O)C=CC=C2 (2-Benzo[b]thiophene-5-yl-benzaldehyde), [BH4-].[Na+] (NaBH4). Run in CO (methanol). Conditions: time 2 hour. The product is S1C2=C(C=C1)C=C(C=C2)C2=C(C=CC=C2)CO ((2-Benzo[b]thiophene-5-yl-phenyl)-methanol). The yield is 93.7%. RXN SMILES: [S:1]1[CH:5]=[CH:4][C:3]2[CH:6]=[C:7]([C:10]3[CH:17]=[CH:16][CH:15]=[CH:14][C:11]=3[CH:12]=[O:13])[CH:8]=[CH:9][C:2]1=2.[BH4-].[Na+]>CO>[S:1]1[CH:5]=[CH:4][C:3]2[CH:6]=[C:7]([C:10]3[CH:17]=[CH:16][CH:15]=[CH:14][C:11]=3[CH2:12][OH:13])[CH:8]=[CH:9][C:2]1=2 |f:1.2|. Reported procedure: To a suspension of 2-Benzo[b]thiophene-5-yl-benzaldehyde (compound PRE14) (3.31 g, 13.9 mmole) in methanol (30 mL) was added at 0-5° C. portionwise NaBH4 (0.528 g, 13.9 mmole). At the end of the addition, the cooling bath was removed and the reaction mixture was stirred at room temperature for 2 h. After concentration, the residue was diluted with water and diethyl ether, the organic layer dried over Na2SO4 and concentrated to give 3.13 g of compound O7 as an orange brown oil (Yield=94%). Reactants: FC=1C=C(C2=C(C=CO2)C1)Br (5-fluoro-7-bromobenzofuran), FC=1C=C(C2=C(C=CO2)C1)C(CN)CC1=CC=CC=C1 (2-(5-fluorobenzofur-7-yl)-3-phenylprop-1-ylamine), amine, C(C(=O)O)(=O)O (oxalic acid). As a reaction SMILES: FC1C=C(Br)C2OC=CC=2C=1.[F:12][C:13]1[CH:14]=[C:15]([CH:22]([CH2:25][C:26]2[CH:31]=[CH:30][CH:29]=[CH:28][CH:27]=2)[CH2:23][NH2:24])[C:16]2[O:20][CH:19]=[CH:18][C:17]=2[CH:21]=1.[C:32]([OH:37])(=[O:36])[C:33]([OH:35])=[O:34]>>[C:32]([OH:37])(=[O:36])[C:33]([OH:35])=[O:34].[F:12][C:13]1[CH:14]=[C:15]([CH:22]([CH2:25][C:26]2[CH:31]=[CH:30][CH:29]=[CH:28][CH:27]=2)[CH2:23][NH2:24])[C:16]2[O:20][CH:19]=[CH:18][C:17]=2[CH:21]=1 |f:3.4|. The product is C(C(=O)O)(=O)O.FC=1C=C(C2=C(C=CO2)C1)C(CN)CC1=CC=CC=C1 (2-(5-fluorobenzofur-7-yl)-3-phenylprop-1-ylamine oxalate). Procedure details: Beginning with 5-fluoro-7-bromobenzofuran, 2-(5-fluorobenzofur-7-yl)-3-phenylprop-1-ylamine was prepared essentially as described in EXAMPLE 39. This amine was treated with oxalic acid to provide the title compound.